From a dataset of the Open Reaction Database (ORD), a public repository of structured organic reaction records. describe an organic reaction: reactants, conditions, products, and yield Reactants: NC1=NC=C(C(=N1)N)I (2,4-Diamino-5-iodopyrimidine), C(#C)C=1C=C(C(=C(C1)OC)OC)OC (5-Ethynyl-1,2,3-trimethoxybenzene). The yield is 89.9%. Procedure: 2,4-Diamino-5-iodopyrimidine (236 mg) was allowed to react with 5-Ethynyl-1,2,3-trimethoxybenzene (384 mg) as per the general procedure to afford 2,4-Diamino-5-(2-(3,4,5-trimethoxyphenyl)ethynyl)pyrimidine as a white powder (270 mg, 90%): Rf=0.28 (9:1, CHCl3:MeOH); mp=202-204° C.; 1H NMR (DMSO-d6) δ 7.94 (s, 1H), 6.90 (s, 2H), 6.37 (s, 2H), 3.79 (s, 6H), 3.67 (s, 3H); 13C NMR (DMSO-d6) δ 163.4, 162.2, 159.4, 159.2, 152.8, 137.6, 118.6, 108.3, 108.2, 94.7, 89.8, 83.4, 60.2, 60.1, 56.0, 55.9; Anal... RXN SMILES: [NH2:1][C:2]1[N:7]=[C:6]([NH2:8])[C:5](I)=[CH:4][N:3]=1.[C:10]([C:12]1[CH:13]=[C:14]([O:22][CH3:23])[C:15]([O:20][CH3:21])=[C:16]([O:18][CH3:19])[CH:17]=1)#[CH:11]>>[NH2:1][C:2]1[N:7]=[C:6]([NH2:8])[C:5]([C:11]#[C:10][C:12]2[CH:13]=[C:14]([O:22][CH3:23])[C:15]([O:20][CH3:21])=[C:16]([O:18][CH3:19])[CH:17]=2)=[CH:4][N:3]=1. Yields the product NC1=NC=C(C(=N1)N)C#CC1=CC(=C(C(=C1)OC)OC)OC (2,4-Diamino-5-(2-(3,4,5-trimethoxyphenyl)ethynyl)pyrimidine). Reactants: BrC1=CC=2N=C(N=C(C2N=C1)N1CCOCC1)Cl (4-(7-bromo-2-chloropyrido[3,2-d]pyrimidin-4-yl)morpholine), C(C)(=O)NC=1C=C(C=CC1)B(O)O (3-acetamidophenylboronic acid), C([O-])([O-])=O.[Na+].[Na+] (sodium carbonate), C1(=CC=CC=C1)C (toluene). The reagents and catalysts are Cl[Pd]([P](C1=CC=CC=C1)(C2=CC=CC=C2)C3=CC=CC=C3)([P](C4=CC=CC=C4)(C5=CC=CC=C5)C6=CC=CC=C6)Cl (Pd(PPh3)2Cl2). Solvent: O (water), C(C)O (ethanol). Reaction conditions: temperature 95 celsius, time 2 hour. Product: ClC=1N=C(C2=C(N1)C=C(C=N2)C=2C=C(C=CC2)NC(C)=O)N2CCOCC2 (N-(3-(2-Chloro-4-morpholinopyrido[3,2-d]pyrimidin-7-yl)phenyl)acetamide). Yield: 78.8%. RXN SMILES: Br[C:2]1[CH:11]=[N:10][C:9]2[C:8]([N:12]3[CH2:17][CH2:16][O:15][CH2:14][CH2:13]3)=[N:7][C:6]([Cl:18])=[N:5][C:4]=2[CH:3]=1.[C:19]([NH:22][C:23]1[CH:24]=[C:25](B(O)O)[CH:26]=[CH:27][CH:28]=1)(=[O:21])[CH3:20].C(=O)([O-])[O-].[Na+].[Na+].C1(C)C=CC=CC=1>Cl[Pd](Cl)([P](C1C=CC=CC=1)(C1C=CC=CC=1)C1C=CC=CC=1)[P](C1C=CC=CC=1)(C1C=CC=CC=1)C1C=CC=CC=1.O.C(O)C>[Cl:18][C:6]1[N:7]=[C:8]([N:12]2[CH2:17][CH2:16][O:15][CH2:14][CH2:13]2)[C:9]2[N:10]=[CH:11][C:2]([C:27]3[CH:28]=[C:23]([NH:22][C:19](=[O:21])[CH3:20])[CH:24]=[CH:25][CH:26]=3)=[CH:3][C:4]=2[N:5]=1 |f:2.3.4,^1:47,66|. Procedure: To a 100 mL round bottom flask, 4-(7-bromo-2-chloropyrido[3,2-d]pyrimidin-4-yl)morpholine (1.5 g, 0.0045 mol—Preparation 3), 3-acetamidophenylboronic acid (0.769 g, 0.0043 mol), sodium carbonate (1.2 g, 0.0113 mol), toluene (30 mL), ethanol (30 mL) and water (10 mL) were added. The reaction mixture was degassed with N2 for 5-10 minutes. To the same reaction mixture, Pd(PPh3)2Cl2 (0.159 g, 0.00022 mol) was added and again degassed with N2 for 5-10 minutes. The reaction mixture was stirred at 95° ... Starting materials: CC(C)S(=O)(=O)Cl (2-propanesulfonyl chloride), NCC(C)(O)C1=CC=C(C=C1)I (1-amino-2-(4-iodophenyl)propan-2-ol), 3, O (H2O). The solvent is C(Cl)Cl (CH2Cl2). Reaction conditions: temperature 0 celsius. The product is OC(CNS(=O)(=O)C(C)C)(C)C1=CC=C(C=C1)I ([2-Hydroxy-2-(4-iodophenyl)propyl][(methylethyl)sulfonyl]amine). The yield is 19.4%. As a reaction SMILES: [CH3:1][CH:2]([S:4](Cl)(=[O:6])=[O:5])[CH3:3].[NH2:8][CH2:9][C:10]([C:13]1[CH:18]=[CH:17][C:16]([I:19])=[CH:15][CH:14]=1)([OH:12])[CH3:11].O>C(Cl)Cl>[OH:12][C:10]([C:13]1[CH:14]=[CH:15][C:16]([I:19])=[CH:17][CH:18]=1)([CH3:11])[CH2:9][NH:8][S:4]([CH:2]([CH3:3])[CH3:1])(=[O:6])=[O:5]. Procedure: Into a 250 mL 3 necked flask fitted with a stirrer and thermometer, was added dropwise 2-propanesulfonyl chloride (1.60 g, 0.011 mol) to 1-amino-2-(4-iodophenyl)propan-2-ol (2.77 gm, 0.01 mol) in 125 mL CH2Cl2 while stirring at 0° C. under nitrogen. The reaction was then allowed to warm to room temperature and stirred overnight at this temperature. In the morning, the mixture was poured into H2O and the layers were separated. The organic layer was washed once with H2O, dried over anhydrous Na2SO... Reactants: CO, O=CNc1nc(C(=O)C(=O)O)cs1, CC(C)(C)OC(=O)NCCON. Product: CC(C)(C)OC(=O)NCCON=C(C(=O)O)c1csc(NC=O)n1. RXN SMILES: [CH3:26][OH:27].[CH:1](=[O:2])[NH:3][c:4]1[s:5][cH:6][c:7]([C:9]([C:10](=[O:11])[OH:12])=[O:13])[n:8]1.[NH2:14][O:15][CH2:16][CH2:17][NH:18][C:19]([O:20][C:21]([CH3:22])([CH3:23])[CH3:24])=[O:25]>>[CH:1](=[O:2])[NH:3][c:4]1[s:5][cH:6][c:7]([C:9]([C:10](=[O:11])[OH:12])=[N:14][O:15][CH2:16][CH2:17][NH:18][C:19]([O:20][C:21]([CH3:22])([CH3:23])[CH3:24])=[O:25])[n:8]1. Reactants: CC(C)(C)OC(=O)N1CCN(c2ccc(Cl)nn2)CC1, ClCCl, O=C(O)C(F)(F)F. Yields the product Clc1ccc(N2CCNCC2)nn1. Reaction SMILES: [C:1]([O:2][C:3](=[O:4])[N:8]1[CH2:9][CH2:10][N:11]([c:14]2[n:15][n:16][c:17]([Cl:20])[cH:18][cH:19]2)[CH2:12][CH2:13]1)([CH3:5])([CH3:6])[CH3:7].[Cl:28][CH2:29][Cl:30].[OH:21][C:22]([C:23]([F:24])([F:25])[F:26])=[O:27]>>[NH:8]1[CH2:9][CH2:10][N:11]([c:14]2[n:15][n:16][c:17]([Cl:20])[cH:18][cH:19]2)[CH2:12][CH2:13]1.